This data is from the Open Reaction Database (ORD), a public repository of structured organic reaction records. The task is: describe an organic reaction: reactants, conditions, products, and yield Starting materials: C(C)OC(C(CC(C)C)C=1C=C(C=C(C1)OS(=O)(=O)C(F)(F)F)C1=CC=C(C=C1)C(F)(F)F)=O (4-Methyl-2-(5-trifluoromethanesulfonyloxy-4′-trifluoromethyl-biphenyl-3-yl)-pentanoic acid ethyl ester), ClC1=C(C=C(C=C1)Cl)B(O)O (2,5-dichloro-phenylboronic acid). The product is ClC1=C(C=C(C=C1)Cl)C1=CC(=CC(=C1)C(C(=O)O)CC(C)C)C1=CC=C(C=C1)C(F)(F)F (2-(2,5-Dichloro-4″-trifluoromethyl-[1,1′;3′,1″]terphenyl-5′-yl)-4-methyl-pentanoic acid). RXN SMILES: C([O:3][C:4](=[O:34])[CH:5]([C:10]1[CH:11]=[C:12]([C:24]2[CH:29]=[CH:28][C:27]([C:30]([F:33])([F:32])[F:31])=[CH:26][CH:25]=2)[CH:13]=[C:14](OS(C(F)(F)F)(=O)=O)[CH:15]=1)[CH2:6][CH:7]([CH3:9])[CH3:8])C.[Cl:35][C:36]1[CH:41]=[CH:40][C:39]([Cl:42])=[CH:38][C:37]=1B(O)O>>[Cl:35][C:36]1[CH:41]=[CH:40][C:39]([Cl:42])=[CH:38][C:37]=1[C:14]1[CH:15]=[C:10]([CH:5]([CH2:6][CH:7]([CH3:9])[CH3:8])[C:4]([OH:34])=[O:3])[CH:11]=[C:12]([C:24]2[CH:25]=[CH:26][C:27]([C:30]([F:31])([F:32])[F:33])=[CH:28][CH:29]=2)[CH:13]=1. Procedure details: The title compound was prepared from a Suzuki coupling of 4-Methyl-2-(5-trifluoromethanesulfonyloxy-4′-trifluoromethyl-biphenyl-3-yl)-pentanoic acid ethyl ester (intermediate Example 1g) with 2,5-dichloro-phenylboronic acid under the conditions described in Example 1; 1H NMR (400 MHz, MeOD) δ ppm 0.97-1.08 (m, 6H), 1.59 (dd, J=13.33, 6.72 Hz, 1H), 1.78 (dt, J=13.76, 6.94 Hz, 1H), 2.04 (dd, J=13.45, 7.34 Hz, 1H), 3.85 (t, J=7.70 Hz, 1H), 7.39-7.87 (m, 10H); Calcd for C25H21Cl2F302 (M+Na) 503.09, ... Starting materials: CS(N)(=O)=O, CN(C)c1ccncc1, O=C(O)c1ccc(Nc2cnc(OC(C(F)(F)F)C(F)(F)F)c(Cl)c2)cc1, ClCCl. The product is CS(=O)(=O)NC(=O)c1ccc(Nc2cnc(OC(C(F)(F)F)C(F)(F)F)c(Cl)c2)cc1. Reaction SMILES: [CH3:28][S:29](=[O:30])(=[O:31])[NH2:32].[CH3:36][N:37]([CH3:38])[c:39]1[cH:40][cH:41][n:42][cH:43][cH:44]1.[Cl:1][c:2]1[cH:3][c:4]([NH:18][c:19]2[cH:20][cH:21][c:22]([C:23](=[O:24])[OH:25])[cH:26][cH:27]2)[cH:5][n:6][c:7]1[O:8][CH:9]([C:10]([F:11])([F:12])[F:13])[C:14]([F:15])([F:16])[F:17].[Cl:33][CH2:34][Cl:35]>>[Cl:1][c:2]1[cH:3][c:4]([NH:18][c:19]2[cH:20][cH:21][c:22]([C:23](=[O:24])[NH:32][S:29]([CH3:28])(=[O:30])=[O:31])[cH:26][cH:27]2)[cH:5][n:6][c:7]1[O:8][CH:9]([C:10]([F:11])([F:12])[F:13])[C:14]([F:15])([F:16])[F:17].